From a dataset of the Open Reaction Database (ORD), a public repository of structured organic reaction records. describe an organic reaction: reactants, conditions, products, and yield The reactants are C(C)(C)(C)C1=NC=C(C(=N1)OCC)C=1N(C(C(N1)C1=CC=C(C=C1)Cl)C1=CC=C(C=C1)Cl)C(=O)Cl (2-(2-tert-butyl-4-ethoxy-pyrimidin-5-yl)-4,5-bis-(4-chloro-phenyl)-4,5-dihydro-imidazole-1-carbonyl chloride), N1(CCCC1)C1CCNCC1 (4-pyrrolidin-1-yl-piperidine). Product: C(C)(C)(C)C1=NC=C(C(=N1)OCC)C=1N([C@@H]([C@@H](N1)C1=CC=C(C=C1)Cl)C1=CC=C(C=C1)Cl)C(=O)N1CCC(CC1)N1CCCC1 (cis-[2-(2-tert-butyl-4-ethoxy-pyrimidin-5-yl)-4,5-bis-(4-chloro-phenyl)-4,5-dihydro-imidazol-1-yl]-(4-pyrrolidin-1-yl-piperidin-1-yl)-methanone). RXN SMILES: [C:1]([C:5]1[N:10]=[C:9]([O:11][CH2:12][CH3:13])[C:8]([C:14]2[N:15]([C:33](Cl)=[O:34])[CH:16]([C:26]3[CH:31]=[CH:30][C:29]([Cl:32])=[CH:28][CH:27]=3)[CH:17]([C:19]3[CH:24]=[CH:23][C:22]([Cl:25])=[CH:21][CH:20]=3)[N:18]=2)=[CH:7][N:6]=1)([CH3:4])([CH3:3])[CH3:2].[N:36]1([CH:41]2[CH2:46][CH2:45][NH:44][CH2:43][CH2:42]2)[CH2:40][CH2:39][CH2:38][CH2:37]1>>[C:1]([C:5]1[N:10]=[C:9]([O:11][CH2:12][CH3:13])[C:8]([C:14]2[N:15]([C:33]([N:44]3[CH2:45][CH2:46][CH:41]([N:36]4[CH2:40][CH2:39][CH2:38][CH2:37]4)[CH2:42][CH2:43]3)=[O:34])[C@H:16]([C:26]3[CH:31]=[CH:30][C:29]([Cl:32])=[CH:28][CH:27]=3)[C@H:17]([C:19]3[CH:24]=[CH:23][C:22]([Cl:25])=[CH:21][CH:20]=3)[N:18]=2)=[CH:7][N:6]=1)([CH3:3])([CH3:2])[CH3:4]. Reported procedure: cis-4-[2-(2-tert-butyl-4-ethoxy-pyrimidin-5-yl)-4,5-bis-(4-chloro-phenyl)-4,5-dihydro-imidazole-1-carbonyl chloride (example 20) was reacted with 4-pyrrolidin-1-yl-piperidine (Aldrich) to give cis-[2-(2-tert-butyl-4-ethoxy-pyrimidin-5-yl)-4,5-bis-(4-chloro-phenyl)-4,5-dihydro-imidazol-1-yl]-(4-pyrrolidin-1-yl-piperidin-1-yl)-methanone in an analogous manner as described in example 1. HR-MS (ES, m/z) calculated for C35H42N6O2Cl2 [(M+H)+] 649.2819, observed 649.2822. The reactants are [OH-].[Na+] (sodium hydroxide), C(=C)C1=CC=NC=C1 (4-vinylpyridine), CN1CCNCC1 (N-methylpiperazine), C(C)(=O)O (acetic acid). The solvent is C(C)O (ethanol). Reaction conditions: temperature 160 celsius. The product is CN1CCN(CC1)CCC1=CC=NC=C1 (4-[2-(4-methyl-1-piperazinyl)ethyl]pyridine). Yield: 86.0%. Reaction SMILES: [CH:1]([C:3]1[CH:8]=[CH:7][N:6]=[CH:5][CH:4]=1)=[CH2:2].[CH3:9][N:10]1[CH2:15][CH2:14][NH:13][CH2:12][CH2:11]1.C(O)(=O)C.[OH-].[Na+]>C(O)C>[CH3:9][N:10]1[CH2:15][CH2:14][N:13]([CH2:2][CH2:1][C:3]2[CH:8]=[CH:7][N:6]=[CH:5][CH:4]=2)[CH2:12][CH2:11]1 |f:3.4|. Reported procedure: In a tube, 2 ml (19 mM) of 4-vinylpyridine, 3.16 ml (28.5 mM) of N-methylpiperazine, and 200 μl of acetic acid are mixed in 12 ml of ethanol. The tube is closed and heated for 10 minutes at 160° C. in a microwave oven. After cooling, 20 ml of 0.5N sodium hydroxide are added slowly and the mixture is extracted with dichloromethane. The separated organic phase is dried over magnesium sulphate and concentrated under reduced pressure. The product sought after is thus obtained as a yellow oil (yield=... The reactants are hydrochloride salt, C12(CNCC2C1)C1=CC=C(C=C1)N1C(O[C@H](C1)CNC(C)=O)=O (N-{3-[4-(3-aza-bicyclo[3.1.0]hex-1-yl)-phenyl]-2-oxo-oxazolidin-5(S)-yl-methyl}-acetamide), C12(CNCC2C1)C1=CC=C(C=C1)N1C(O[C@H](C1)CNC(C)=O)=O (N-{3-[4-(3-aza-bicyclo[3.1.0]hex-1-yl)-phenyl]-2-oxo-oxazolidin-5(S)-yl-methyl}-acetamide), O=C(C(=O)O)C=1OC=CC1 (α-oxo-2-furanacetic acid), C(CCl)Cl (EDC), C=1C=CC2=C(C1)N=NN2O (HOBt), CN1CCOCC1 (NMM). Solvent: CN(C)C=O (DMF). The product is O1C(=CC=C1)C(C(=O)N1CC2(CC2C1)C1=CC=C(C=C1)N1C(O[C@H](C1)CNC(C)=O)=O)=O (N-(((5S)-3-(4-(3-(2-(furan-2-yl)-2-oxoacetyl)-3-azabicyclo[3.1.0]hexan-1-yl)phenyl)-2-oxooxazolidin-5-yl)methyl)acetamide). The yield is 69.6%. As a reaction SMILES: [C:1]12([C:7]3[CH:12]=[CH:11][C:10]([N:13]4[CH2:17][C@H:16]([CH2:18][NH:19][C:20](=[O:22])[CH3:21])[O:15][C:14]4=[O:23])=[CH:9][CH:8]=3)[CH2:6][CH:5]1[CH2:4][NH:3][CH2:2]2.[O:24]=[C:25]([C:29]1[O:30][CH:31]=[CH:32][CH:33]=1)[C:26](O)=[O:27].C(Cl)CCl.C1C=CC2N(O)N=NC=2C=1.CN1CCOCC1>CN(C=O)C>[O:30]1[CH:31]=[CH:32][CH:33]=[C:29]1[C:25](=[O:24])[C:26]([N:3]1[CH2:4][CH:5]2[C:1]([C:7]3[CH:8]=[CH:9][C:10]([N:13]4[CH2:17][C@H:16]([CH2:18][NH:19][C:20](=[O:22])[CH3:21])[O:15][C:14]4=[O:23])=[CH:11][CH:12]=3)([CH2:6]2)[CH2:2]1)=[O:27]. Procedure: To a stirred solution of hydrochloride salt of N-{3-[4-(3-aza-bicyclo[3.1.0]hex-1-yl)-phenyl]-2-oxo-oxazolidin-5(S)-yl-methyl}-acetamide (Intermediate IV) (163 mg, 0.46 mmol), in DMF (20 mL), were added α-oxo-2-furanacetic acid (65 mg, 0.46 mmol), EDC (97 mg, 0.51 mmol), HOBt (69 mg, 0.51 mmol) and NMM (0.11 mL, 1.02 mmol) at 0° C. The reaction mixture was stirred at r.t. and progress of the reaction was monitored by TLC. On completion, DMF was evaporated in vacuo and residue was dissolved in ch... Yields the product NC(=S)N.CC(=O)N(C(=O)C)C(C1=CC=CC=C1)=O (Benzoyl Diacetamide Thiourea). RXN SMILES: [C:1]([N:9]=[C:10]=[S:11])(=[O:8])[C:2]1[CH:7]=[CH:6][CH:5]=[CH:4][CH:3]=1.[CH3:12][C:13]([NH:15][C:16]([CH3:18])=[O:17])=[O:14].CC(C)=O>ClCCl>[NH2:9][C:10]([NH2:15])=[S:11].[CH3:12][C:13]([N:15]([C:1](=[O:8])[C:2]1[CH:7]=[CH:6][CH:5]=[CH:4][CH:3]=1)[C:16]([CH3:18])=[O:17])=[O:14] |f:4.5|. Procedure: To a 250 mL 3-neck RBF equipped with a condenser, magnetic stirrer, thermo-probe, nitrogen purge and pressure-equilibrated addition funnel was added benzoyl isothiocyanate (25.0 g, 0.150 mol) followed by dichloromethane (100 mL). The mixture was cooled in an ice-water bath at a temperature below 5° C., at which point diacetamide (15.3 g, 0.150 mol) and acetone as the solvent and dichloromethane (100 mL) were added slowly over a period of time of about 30 minutes. The ice-water bath was removed a... The reactants are CC(=O)NC(=O)C (diacetamide), CC(=O)C (acetone), C(C1=CC=CC=C1)(=O)N=C=S (benzoyl isothiocyanate). The solvent is ClCCl (dichloromethane), ClCCl (dichloromethane). The reactants are Cl (hydrogen chloride), N1(CCCC1)C(=O)[C@H]1CN(CCO1)C(=O)OC(C)(C)C ((R)-tert-butyl 2-(pyrrolidine-1-carbonyl)morpholine-4-carboxylate). Solvent: O1CCOCC1 (1,4-dioxane), O1CCOCC1 (1,4-dioxane). Reaction conditions: time 3 hour. Product: Cl.N1C[C@@H](OCC1)C(=O)N1CCCC1 ((R)-morpholin-2-yl(pyrrolidin-1-yl)methanone hydrochloride). Reaction SMILES: [ClH:1].[N:2]1([C:7]([C@@H:9]2[O:14][CH2:13][CH2:12][N:11](C(OC(C)(C)C)=O)[CH2:10]2)=[O:8])[CH2:6][CH2:5][CH2:4][CH2:3]1>O1CCOCC1>[ClH:1].[NH:11]1[CH2:12][CH2:13][O:14][C@@H:9]([C:7]([N:2]2[CH2:6][CH2:5][CH2:4][CH2:3]2)=[O:8])[CH2:10]1 |f:3.4|. Procedure: A solution of hydrogen chloride in 1,4-dioxane (20 mL) was added to a solution of (R)-tert-butyl 2-(pyrrolidine-1-carbonyl)morpholine-4-carboxylate (0.62 g, 2.1 mmol) in \ 1,4-dioxane (5 mL). The reaction mixture was stirred at room temperature for 3 h. The solvent was removed under reduced pressure and the resulting crude material was triturated with diethyl ether to afford (R)-morpholin-2-yl(pyrrolidin-1-yl)methanone hydrochloride (0.4 g).